Dataset: the Open Reaction Database (ORD), a public repository of structured organic reaction records. Task: describe an organic reaction: reactants, conditions, products, and yield Starting materials: OS(=O)(=O)[O-].[Na+] (NaHSO4), OC(C)N1C(OC(C1)CC)=O (3-(1-hydroxyethyl)-5-ethyl-2-oxazolidinone), steel. Yields the product C(=C)N1C(OC(C1)CC)=O (N-vinyl-5-ethyl-2-oxazolidinone), C(C)C1CNC(O1)=O (5-ethyl-2-oxazolidinone). RXN SMILES: O[CH:2]([N:4]1[CH2:8][CH:7]([CH2:9][CH3:10])[O:6][C:5]1=[O:11])[CH3:3].OS([O-])(=O)=O.[Na+]>>[CH:2]([N:4]1[CH2:8][CH:7]([CH2:9][CH3:10])[O:6][C:5]1=[O:11])=[CH2:3].[CH2:9]([CH:7]1[O:6][C:5](=[O:11])[NH:4][CH2:8]1)[CH3:10] |f:1.2|. Procedure details: 3-(1-Hydroxyethyl)-5-ethyl-2-oxazolidinone is prepared from 72 g (0.626 mole) of 5-ethyl-2-oxazolidinone by the procedure described in Example 1. A total of 96 g of 3-(1-hyroxyethyl)-5-ethyl-2-oxazolidinone is obtained (87 percent conversion). The 3-(1-hydroxyethyl)-5-ethyl-2-oxazolidinone is dehydrated in the hot tube filled with steel helices which is coated with a catalyst of NaHSO4. The dehydration is conducted at 260° C. under 40 mm Hg pressure. A dark red liquid (83 g) is collected which g...